From a dataset of the Open Reaction Database (ORD), a public repository of structured organic reaction records. describe an organic reaction: reactants, conditions, products, and yield Reactants: CCCCC(N)C(=O)OCc1ccccc1, Cl, O=C(O)c1nc2ccccc2[nH]1. Yields the product CCCCC(NC(=O)c1nc2ccccc2[nH]1)C(=O)OCc1ccccc1. Reaction SMILES: [CH2:14]([c:15]1[cH:16][cH:17][cH:18][cH:19][cH:20]1)[O:21][C:22]([CH:23]([NH2:24])[CH2:25][CH2:26][CH2:27][CH3:28])=[O:29].[ClH:13].[n:1]1[c:2]([C:10](=[O:11])[OH:12])[nH:3][c:4]2[c:5]1[cH:6][cH:7][cH:8][cH:9]2>>[nH:1]1[c:2]([C:10](=[O:12])[NH:24][CH:23]([C:22]([O:21][CH2:14][c:15]2[cH:16][cH:17][cH:18][cH:19][cH:20]2)=[O:29])[CH2:25][CH2:26][CH2:27][CH3:28])[n:3][c:4]2[c:5]1[cH:6][cH:7][cH:8][cH:9]2. Reactants: [Al+3], CC(C)(C)O, CC(=O)C1C(C(=O)O)C1(C)C, [Cl-], [Cl-], [H-], [H-], [H-], [H-], [Li+], [Na+], C1CCOC1. Product: CC(=O)C1C(C=O)C1(C)C. Reaction SMILES: [Al+3:7].[C:1]([OH:2])([CH3:3])([CH3:4])[CH3:5].[CH3:13][C:14]1([CH3:23])[CH:15]([C:20]([CH3:21])=[O:22])[CH:16]1[C:17](=[O:18])[OH:19].[Cl-:12].[Cl-:25].[H-:10].[H-:11].[H-:6].[H-:9].[Li+:8].[Na+:24].[O:26]1[CH2:27][CH2:28][CH2:29][CH2:30]1>>[CH3:13][C:14]1([CH3:23])[CH:15]([C:20]([CH3:21])=[O:22])[CH:16]1[CH:17]=[O:18].